Dataset: the Open Reaction Database (ORD), a public repository of structured organic reaction records. Task: describe an organic reaction: reactants, conditions, products, and yield Starting materials: CN(C(=O)CNC1=CC=C(C=C1)[N+](=O)[O-])C (4-[N-(dimethylaminocarbonylmethyl)-amino]-nitrobenzene), C(C)(=O)Cl (acetyl chloride). The product is C(C)(=O)N(CC(=O)N(C)C)C1=CC=C(C=C1)[N+](=O)[O-] (4-[N-acetyl-N-(dimethylaminocarbonylmethyl)-amino]-nitrobenzene). As a reaction SMILES: [CH3:1][N:2]([CH3:16])[C:3]([CH2:5][NH:6][C:7]1[CH:12]=[CH:11][C:10]([N+:13]([O-:15])=[O:14])=[CH:9][CH:8]=1)=[O:4].[C:17](Cl)(=[O:19])[CH3:18]>>[C:17]([N:6]([C:7]1[CH:12]=[CH:11][C:10]([N+:13]([O-:15])=[O:14])=[CH:9][CH:8]=1)[CH2:5][C:3]([N:2]([CH3:16])[CH3:1])=[O:4])(=[O:19])[CH3:18]. Reported procedure: Prepared from 4-[N-(dimethylaminocarbonylmethyl)-amino]-nitrobenzene and acetyl chloride The reactants are BrC1=CC(=C(C=C1)S(=O)(=O)C1=C(C=CC=C1)Cl)F (4-bromo-1-[(2-chlorophenyl)sulfonyl]-2-fluorobenzene), FC=1C=CC(=C(C1)B(O)O)OC (5-fluoro-2-methoxybenzene boronic acid). The product is FC=1C=C(C=CC1S(=O)(=O)C1=C(C=CC=C1)Cl)C1=C(C=CC(=C1)F)OC (2-chlorophenyl 3,5′-difluoro-2′-methoxybiphenyl-4-yl sulfone). Reaction SMILES: Br[C:2]1[CH:7]=[CH:6][C:5]([S:8]([C:11]2[CH:16]=[CH:15][CH:14]=[CH:13][C:12]=2[Cl:17])(=[O:10])=[O:9])=[C:4]([F:18])[CH:3]=1.[F:19][C:20]1[CH:21]=[CH:22][C:23]([O:29][CH3:30])=[C:24](B(O)O)[CH:25]=1>>[F:18][C:4]1[CH:3]=[C:2]([C:22]2[CH:21]=[C:20]([F:19])[CH:25]=[CH:24][C:23]=2[O:29][CH3:30])[CH:7]=[CH:6][C:5]=1[S:8]([C:11]1[CH:16]=[CH:15][CH:14]=[CH:13][C:12]=1[Cl:17])(=[O:10])=[O:9]. Reported procedure: The subtitle compound was prepared by the method of example 2 step (ii) using the product of step (ii) and 5-fluoro-2-methoxybenzene boronic acid which was used directly in step (iv) without further characterisation. Reactants: N#C[Cu], COc1cc(C(C)C)c(Oc2cnc(N)nc2N)cc1I, CN(C)C=O, O. The product is COc1cc(C(C)C)c(Oc2cnc(N)nc2N)cc1C#N. Reaction SMILES: [Cu:22][C:23]#[N:24].[I:1][c:2]1[c:3]([O:20][CH3:21])[cH:4][c:5]([CH:17]([CH3:18])[CH3:19])[c:6]([O:7][c:8]2[c:9]([NH2:15])[n:10][c:11]([NH2:14])[n:12][cH:13]2)[cH:16]1.[O:26]=[CH:27][N:28]([CH3:29])[CH3:30].[OH2:25]>>[c:2]1([C:23]#[N:24])[c:3]([O:20][CH3:21])[cH:4][c:5]([CH:17]([CH3:18])[CH3:19])[c:6]([O:7][c:8]2[c:9]([NH2:15])[n:10][c:11]([NH2:14])[n:12][cH:13]2)[cH:16]1. Product: CCOc1c(C(CC)=C(F)C=O)cc2c(c1Br)C(C)(C)CC=C2C(C)CC. Starting materials: CCOc1c(C(CC)=C(F)CO)cc2c(c1Br)C(C)(C)CC=C2C(C)CC, C[N+]1([O-])CCOCC1, CC#N, CCC[N+](CCC)(CCC)CCC, ClCCl, O=[Ru](=O)(=O)[O-]. As a reaction SMILES: [Br:1][c:2]1[c:3]([O:25][CH2:26][CH3:27])[c:4]([C:18](=[C:19]([CH2:20][OH:21])[F:22])[CH2:23][CH3:24])[cH:5][c:6]2[c:11]1[C:10]([CH3:12])([CH3:13])[CH2:9][CH:8]=[C:7]2[CH:14]([CH3:15])[CH2:16][CH3:17].[CH3:28][N+:29]1([O-:30])[CH2:31][CH2:32][O:33][CH2:34][CH2:35]1.[CH3:39][C:40]#[N:41].[CH3:47][CH2:48][CH2:49][N+:50]([CH2:51][CH2:52][CH3:53])([CH2:54][CH2:55][CH3:56])[CH2:57][CH2:58][CH3:59].[Cl:36][CH2:37][Cl:38].[O-:42][Ru:43](=[O:44])(=[O:45])=[O:46]>>[Br:1][c:2]1[c:3]([O:25][CH2:26][CH3:27])[c:4]([C:18](=[C:19]([CH:20]=[O:21])[F:22])[CH2:23][CH3:24])[cH:5][c:6]2[c:11]1[C:10]([CH3:12])([CH3:13])[CH2:9][CH:8]=[C:7]2[CH:14]([CH3:15])[CH2:16][CH3:17].